From a dataset of the Open Reaction Database (ORD), a public repository of structured organic reaction records. describe an organic reaction: reactants, conditions, products, and yield Reactants: [BH4-], Cc1c(C(=O)C(N)=O)c2cc([N+](=O)[O-])ccc2n1Cc1ccccc1, CCO, [Na+]. Yields the product Cc1c(C(O)C(N)=O)c2cc([N+](=O)[O-])ccc2n1Cc1ccccc1. Reaction SMILES: [BH4-:26].[CH3:1][c:2]1[n:3]([CH2:19][c:20]2[cH:21][cH:22][cH:23][cH:24][cH:25]2)[c:4]2[cH:5][cH:6][c:7]([N+:16](=[O:17])[O-:18])[cH:8][c:9]2[c:10]1[C:11]([C:12](=[O:13])[NH2:14])=[O:15].[CH3:28][CH2:29][OH:30].[Na+:27]>>[CH3:1][c:2]1[n:3]([CH2:19][c:20]2[cH:21][cH:22][cH:23][cH:24][cH:25]2)[c:4]2[cH:5][cH:6][c:7]([N+:16](=[O:17])[O-:18])[cH:8][c:9]2[c:10]1[CH:11]([C:12](=[O:13])[NH2:14])[OH:15]. Reactants: O=C(n1ccnc1)n1ccnc1, CN(C)C=O, [H-], [Na+], Cc1nc(N)sc1-c1ccc(S(C)(=O)=O)c(-n2ccnc2)c1. Yields the product Cc1nc(NC(=O)n2ccnc2)sc1-c1ccc(S(C)(=O)=O)c(-n2ccnc2)c1. RXN SMILES: [C:25](=[O:26])([n:27]1[cH:28][n:29][cH:30][cH:31]1)[n:32]1[cH:33][cH:34][n:35][cH:36]1.[CH3:37][N:38]([CH3:39])[CH:40]=[O:41].[H-:1].[Na+:2].[n:3]1(-[c:8]2[cH:9][c:10](-[c:18]3[c:19]([CH3:24])[n:20][c:21]([NH2:23])[s:22]3)[cH:11][cH:12][c:13]2[S:14](=[O:15])(=[O:16])[CH3:17])[cH:4][n:5][cH:6][cH:7]1>>[n:3]1(-[c:8]2[cH:9][c:10](-[c:18]3[c:19]([CH3:24])[n:20][c:21]([NH:23][C:25](=[O:26])[n:27]4[cH:28][n:29][cH:30][cH:31]4)[s:22]3)[cH:11][cH:12][c:13]2[S:14](=[O:15])(=[O:16])[CH3:17])[cH:4][n:5][cH:6][cH:7]1. Starting materials: C1(=CC=CC=C1)[C@H]1[C@@H](C1)C(=O)Cl (trans-2-phenyl-1-cyclopropanecarbonyl chloride), Br.Br.C(CC)N1CCNCC1 (1-N-propylpiperazine dihydrobromide). Yields the product C1(=CC=CC=C1)[C@H]1[C@@H](C1)C(=O)N1CCN(CC1)CCC (trans-(2-Phenylcyclopropyl)-(4-propylpiperazin-1-yl)methanone). As a reaction SMILES: [C:1]1([C@@H:7]2[CH2:9][C@H:8]2[C:10](Cl)=[O:11])[CH:6]=[CH:5][CH:4]=[CH:3][CH:2]=1.Br.Br.[CH2:15]([N:18]1[CH2:23][CH2:22][NH:21][CH2:20][CH2:19]1)[CH2:16][CH3:17]>>[C:1]1([C@@H:7]2[CH2:9][C@H:8]2[C:10]([N:21]2[CH2:22][CH2:23][N:18]([CH2:15][CH2:16][CH3:17])[CH2:19][CH2:20]2)=[O:11])[CH:6]=[CH:5][CH:4]=[CH:3][CH:2]=1 |f:1.2.3|. Procedure: This example was prepared according to Example 4 utilizing trans-2-phenyl-1-cyclopropanecarbonyl chloride and 1-N-propylpiperazine dihydrobromide, which is commercially available from, for example, Sigma-Aldrich Corporation. m/z (ES+) M+1=273.2; HPLC tR=1.49 min. 1H NMR (500 MHz, CDCl3) δ 7.26 (t, J=7.6 Hz, 2H), 7.20-7.15 (m, 1H), 7.10 (d, J=7.0 Hz, 2H), 3.70-3.55 (m, 4H), 2.49-2.35 (m, 5H), 2.33-2.27 (m, 2H), 1.99-1.91 (m, 1H), 1.65 (dt, J=9.2, 4.7 Hz, 1H), 1.50 (sextet, J=7.5 Hz, 2H), 1.25 (dd... Reactants: ClC1=NC=CN=C1C#N (2-Chloro-3-cyanopyrazine), OS(=O)(=O)O (H2SO4), K2S2O8. Conditions: temperature 0 celsius, time 24 hour. Yields the product ClC1=NC=C[N+](=C1C#N)[O-] (2-Chloro-3-cyano-pyrazine-4-oxide). Isolated yield 36.0%. Reaction SMILES: [Cl:1][C:2]1[C:7]([C:8]#[N:9])=[N:6][CH:5]=[CH:4][N:3]=1.[OH:10]S(O)(=O)=O>>[Cl:1][C:2]1[C:7]([C:8]#[N:9])=[N+:6]([O-:10])[CH:5]=[CH:4][N:3]=1. Procedure: 2-Chloro-3-cyanopyrazine (5.00 g, 35.94 mmol) was dissolved in 35 ml concentrated H2SO4 under nitrogen and cooled to 0° C. To this was added 11.65 g (43.95 mmol) K2S2O8 portionwise. The flask was fitted with a CaCl2 drying tube, the reaction mixture allowed to warm to rt and stir for 24 h. After partitioning between CHCl3 and ice water, the separated aqueous phase was extracted with CHCl3. The combined organics were washed with water, saturated NaHCO3, brine and dried over MgSO4. Concentration g... Reactants: ClC1=C(C(=O)OC)C=CC(=C1C=O)S(=O)(=O)C (methyl 2-chloro-3-formyl-4-methylsulfonylbenzoate), Cl.NO (hydroxylamine hydrochloride), C([O-])([O-])=O.[Na+].[Na+] (sodium carbonate). The solvent is CO (methanol), O (water). Run at time 12 hour. Yields the product ClC1=C(C(=O)OC)C=CC(=C1C=NO)S(=O)(=O)C (methyl 2-chloro-3-hydroxyiminomethyl-4-methylsulfonylbenzoate). Yield: 91.4%. As a reaction SMILES: [Cl:1][C:2]1[C:11]([CH:12]=O)=[C:10]([S:14]([CH3:17])(=[O:16])=[O:15])[CH:9]=[CH:8][C:3]=1[C:4]([O:6][CH3:7])=[O:5].Cl.[NH2:19][OH:20].C(=O)([O-])[O-].[Na+].[Na+]>CO.O>[Cl:1][C:2]1[C:11]([CH:12]=[N:19][OH:20])=[C:10]([S:14]([CH3:17])(=[O:16])=[O:15])[CH:9]=[CH:8][C:3]=1[C:4]([O:6][CH3:7])=[O:5] |f:1.2,3.4.5|. Procedure: 15.00 g (54 mmol) of methyl 2-chloro-3-formyl-4-methylsulfonylbenzoate and 4.20 g (60 mmol) of hydroxylamine hydrochloride were taken up in 300 ml of methanol, and a solution of 3.18 g (30 mmol) of sodium carbonate in 80 ml of water was added dropwise. After the mixture had been stirred at room temperature for 12 hours, the methanol was distilled off and the residue was diluted with water and extracted with diethyl ether. The organic phase was dried and the solvent was removed. 14.40 g (91% of t...